From a dataset of the Open Reaction Database (ORD), a public repository of structured organic reaction records. describe an organic reaction: reactants, conditions, products, and yield Starting materials: Cc1ccc(OCC(=O)O)c(Br)c1, CC(C)NNC(=O)c1ccccc1, CCN(C(C)C)C(C)C, CN(C)C=O. Yields the product Cc1ccc(OCC(=O)N(NC(=O)c2ccccc2)C(C)C)c(Br)c1. RXN SMILES: [Br:1][c:2]1[c:3]([O:4][CH2:5][C:6](=[O:7])[OH:8])[cH:9][cH:10][c:11]([CH3:13])[cH:12]1.[CH:14]([CH3:15])([CH3:16])[NH:17][NH:18][C:19]([c:20]1[cH:21][cH:22][cH:23][cH:24][cH:25]1)=[O:26].[CH:27]([N:28]([CH:29]([CH3:30])[CH3:31])[CH2:32][CH3:33])([CH3:34])[CH3:35].[O:36]=[CH:37][N:38]([CH3:39])[CH3:40]>>[Br:1][c:2]1[c:3]([O:4][CH2:5][C:6](=[O:8])[N:17]([CH:14]([CH3:15])[CH3:16])[NH:18][C:19]([c:20]2[cH:21][cH:22][cH:23][cH:24][cH:25]2)=[O:26])[cH:9][cH:10][c:11]([CH3:13])[cH:12]1. Reactants: CC1(OC([C@H](O1)CC(SCC)=O)=O)C ((R)—S-Ethyl 2-(2,2-dimethyl-5-oxo-1,3-dioxolan-4-yl)ethanethioate), C(C)[SiH](CC)CC (triethylsilane). Reagents/catalysts: [Pd] (palladium on carbon). Solvent: C(Cl)Cl (CH2Cl2), C(Cl)Cl (CH2Cl2). Run at time 8 hour. Product: CC1(OC([C@H](O1)CC=O)=O)C ((R)-2-(2,2-dimethyl-5-oxo-1,3-dioxolan-4-yl)acetaldehyde). Yield: 98.1%. Reaction SMILES: [CH3:1][C:2]1([CH3:14])[O:6][C@H:5]([CH2:7][C:8](=[O:12])SCC)[C:4](=[O:13])[O:3]1.C([SiH](CC)CC)C>C(Cl)Cl.[Pd]>[CH3:1][C:2]1([CH3:14])[O:6][C@H:5]([CH2:7][CH:8]=[O:12])[C:4](=[O:13])[O:3]1. Reported procedure: (R)—S-Ethyl 2-(2,2-dimethyl-5-oxo-1,3-dioxolan-4-yl)ethanethioate (22.5 g, 103 mmol) was dissolved in CH2Cl2 (500 mL), purged with nitrogen and 10% palladium on carbon (2.19 g, 2.06 mmol) was added and triethylsilane (24.7 mL, 155 mmol) was dissolved in CH2Cl2 (20 mL) and added dropwise through an addition funnel over 30 minutes and stirred at ambient temperature overnight under nitrogen. The reaction was filtered through celite, concentrated and purified over silica gel (10 to 40% EtOAc in hexa...